From a dataset of the Open Reaction Database (ORD), a public repository of structured organic reaction records. describe an organic reaction: reactants, conditions, products, and yield Reactants: C(C1=CC=CC=C1)OC(N[C@H](C(O)C1=CC(=CC(=C1)C(F)(F)F)C(F)(F)F)C)=O ([(S)-2-(3,5-bis-trifluoromethyl-phenyl)-2-hydroxy-1-methyl-ethyl]-carbamic acid benzyl ester), [OH-].[K+].C1CCOC1.CO (KOH THF MeOH). The solvent is CCOC(=O)C (EtOAc), [Cl-].[Na+].O (brine). Reaction conditions: time 3 hour. Yields the product FC(C=1C=C(C=C(C1)C(F)(F)F)[C@@H]1[C@@H](NC(O1)=O)C)(F)F ((4S,5R)-5-(3,5-Bis-trifluoromethyl-phenyl)-4-methyl-oxazolidin-2-one). Reaction SMILES: C([O:8][C:9](=O)[NH:10][C@@H:11]([CH3:28])[CH:12]([C:14]1[CH:19]=[C:18]([C:20]([F:23])([F:22])[F:21])[CH:17]=[C:16]([C:24]([F:27])([F:26])[F:25])[CH:15]=1)[OH:13])C1C=CC=CC=1.[OH-].[K+].C1COCC1.CO>CCOC(C)=O.[Cl-].[Na+].O>[F:26][C:24]([F:25])([F:27])[C:16]1[CH:15]=[C:14]([C@H:12]2[O:13][C:9](=[O:8])[NH:10][C@H:11]2[CH3:28])[CH:19]=[C:18]([C:20]([F:22])([F:23])[F:21])[CH:17]=1 |f:1.2.3.4,6.7.8|. Procedure details: To [(S)-2-(3,5-bis-trifluoromethyl-phenyl)-2-hydroxy-1-methyl-ethyl]-carbamic acid benzyl ester (11.9 mmol) was added 7.5N aqueous KOH:THF:MeOH (1:4:2; 60 mL), and the reaction was stirred at room temperature for 3 hours. Once no starting material was seen by analytical LCMS, the mixture was diluted with EtOAc and brine, and the organic layer was separated and purified by silica gel chromatography to give the title compound.